This data is from the Open Reaction Database (ORD), a public repository of structured organic reaction records. The task is: describe an organic reaction: reactants, conditions, products, and yield Reactants: C1CCOC1, CC(C)(C)[O-], COC[P+](c1ccccc1)(c1ccccc1)c1ccccc1, [Cl-], O=Cc1ccc(C(F)(F)F)cc1, [K+], O. Product: COC=Cc1ccc(C(F)(F)F)cc1. Reaction SMILES: [CH2:43]1[O:44][CH2:45][CH2:46][CH2:47]1.[CH3:1][C:2]([CH3:3])([O-:4])[CH3:5].[CH3:8][O:9][CH2:10][P+:11]([c:12]1[cH:13][cH:14][cH:15][cH:16][cH:17]1)([c:18]1[cH:19][cH:20][cH:21][cH:22][cH:23]1)[c:24]1[cH:25][cH:26][cH:27][cH:28][cH:29]1.[Cl-:7].[F:30][C:31]([c:32]1[cH:33][cH:34][c:35]([CH:36]=[O:37])[cH:38][cH:39]1)([F:40])[F:41].[K+:6].[OH2:42]>>[CH3:8][O:9][CH:10]=[CH:36][c:35]1[cH:34][cH:33][c:32]([C:31]([F:30])([F:40])[F:41])[cH:39][cH:38]1. Starting materials: Brc1ccccn1, O=C([O-])O, CC(C)[N-]C(C)C, [Cl-], [Cl-], Fc1ccc(I)cc1, [Li+], [Na+], C1CCOC1, [Zn+2]. The product is Fc1ccc(-c2cccnc2Br)cc1. Reaction SMILES: [Br:1][c:2]1[cH:3][cH:4][cH:5][cH:6][n:7]1.[C:29](=[O:30])([OH:31])[O-:32].[CH:8]([N-:9][CH:10]([CH3:11])[CH3:12])([CH3:13])[CH3:14].[Cl-:34].[Cl-:36].[F:16][c:17]1[cH:18][cH:19][c:20]([I:23])[cH:21][cH:22]1.[Li+:15].[Na+:33].[O:24]1[CH2:25][CH2:26][CH2:27][CH2:28]1.[Zn+2:35]>>[Br:1][c:2]1[c:3](-[c:20]2[cH:19][cH:18][c:17]([F:16])[cH:22][cH:21]2)[cH:4][cH:5][cH:6][n:7]1. Starting materials: Nc1ccc2ncnc(Nc3cccc(Br)c3)c2c1, CC(C)COC(=O)Cl, CN1CCOCC1, CCOC(C)=O, C=C(CN1CCOCC1)C(=O)O, C1CCOC1, c1ccncc1. Yields the product C=C(CN1CCOCC1)C(=O)Nc1ccc2ncnc(Nc3cccc(Br)c3)c2c1. RXN SMILES: [Br:28][c:29]1[cH:30][c:31]([NH:35][c:36]2[n:37][cH:38][n:39][c:40]3[cH:41][cH:42][c:43]([NH2:46])[cH:44][c:45]23)[cH:32][cH:33][cH:34]1.[CH2:13]([O:14][C:15]([Cl:16])=[O:17])[CH:18]([CH3:19])[CH3:20].[CH3:21][N:22]1[CH2:23][CH2:24][O:25][CH2:26][CH2:27]1.[CH3:58][CH2:59][O:60][C:61](=[O:62])[CH3:63].[O:1]1[CH2:2][CH2:3][N:4]([CH2:7][C:8]([C:9](=[O:10])[OH:11])=[CH2:12])[CH2:5][CH2:6]1.[O:47]1[CH2:48][CH2:49][CH2:50][CH2:51]1.[cH:52]1[cH:53][cH:54][n:55][cH:56][cH:57]1>>[O:1]1[CH2:2][CH2:3][N:4]([CH2:7][C:8]([C:9](=[O:11])[NH:46][c:43]2[cH:42][cH:41][c:40]3[n:39][cH:38][n:37][c:36]([NH:35][c:31]4[cH:30][c:29]([Br:28])[cH:34][cH:33][cH:32]4)[c:45]3[cH:44]2)=[CH2:12])[CH2:5][CH2:6]1. Procedure details: A mixture of 4.0 g (0.016 mole) of 4-amino-2-(phenoxymethyl)pteridine and 400 ml of 5% aqueous sodium hydroxide is brought slowly to 95° C. and maintained at this temperature for 2 hours. After cooling, the solution obtained is acidified with acetic acid to pH 5.5. The precipitate formed is isolated by filtration. It is purified by recrystallization from ethanol. Yld: 2.8 g (70%), m.p. 220°-221° C. Starting materials: NC1=NC(=NC2=NC=CN=C12)COC1=CC=CC=C1 (4-amino-2-(phenoxymethyl)pteridine), [OH-].[Na+] (sodium hydroxide). Yields the product O(C1=CC=CC=C1)CC1=NC2=NC=CN=C2C(N1)=O (2-Phenoxymethyl-4(3H)-pteridinone). Run in C(C)(=O)O (acetic acid). Reaction SMILES: N[C:2]1[C:11]2[C:6](=[N:7][CH:8]=[CH:9][N:10]=2)[N:5]=[C:4]([CH2:12][O:13][C:14]2[CH:19]=[CH:18][CH:17]=[CH:16][CH:15]=2)[N:3]=1.[OH-:20].[Na+]>C(O)(=O)C>[O:13]([CH2:12][C:4]1[NH:3][C:2](=[O:20])[C:11]2[C:6](=[N:7][CH:8]=[CH:9][N:10]=2)[N:5]=1)[C:14]1[CH:19]=[CH:18][CH:17]=[CH:16][CH:15]=1 |f:1.2|. The solvent is CO (methanol), O (water), O1CCCC1 (tetrahydrofuran), O1CCCC1 (tetrahydrofuran), CO (Methanol), C(C)(=O)OCC (ethyl acetate), O1CCCC1 (tetrahydrofuran), O1CCCC1 (tetrahydrofuran). As a reaction SMILES: [BH4-].[Na+].B(F)(F)F.CCOCC.[CH3:12][S:13]([O:16][C@H:17]1[CH2:21][N:20]([C:22]([O:24][CH2:25][C:26]2[CH:31]=[CH:30][C:29]([N+:32]([O-:34])=[O:33])=[CH:28][CH:27]=2)=[O:23])[C@H:19]([CH2:35][O:36][CH2:37][C:38](=O)[NH:39][CH3:40])[CH2:18]1)(=[O:15])=[O:14].Cl.[N+:43]([C:46]1[CH:56]=[CH:55][C:49]([CH2:50][O:51][C:52](Cl)=[O:53])=[CH:48][CH:47]=1)([O-:45])=[O:44].[OH-].[Na+]>O1CCCC1.C(OCC)(=O)C.O.CO>[CH3:12][S:13]([O:16][C@H:17]1[CH2:21][N:20]([C:22]([O:24][CH2:25][C:26]2[CH:31]=[CH:30][C:29]([N+:32]([O-:34])=[O:33])=[CH:28][CH:27]=2)=[O:23])[C@H:19]([CH2:35][O:36][CH2:37][CH2:38][N:39]([CH3:40])[C:52]([O:51][CH2:50][C:49]2[CH:48]=[CH:47][C:46]([N+:43]([O-:45])=[O:44])=[CH:56][CH:55]=2)=[O:53])[CH2:18]1)(=[O:14])=[O:15] |f:0.1,2.3,7.8|. Reaction conditions: time 2 hour. Product: CS(=O)(=O)O[C@@H]1C[C@H](N(C1)C(=O)OCC1=CC=C(C=C1)[N+](=O)[O-])COCCN(C(=O)OCC1=CC=C(C=C1)[N+](=O)[O-])C ((2S,4R)-4-methanesulfonyloxy-2-[2-{N-methyl-N-(4-nitrobenzyloxycarbonyl)amino}ethyloxymethyl]-1-(4-nitrobenzyloxycarbonyl)pyrrolidine). Reactants: Cl (hydrochloric acid), [N+](=O)([O-])C1=CC=C(COC(=O)Cl)C=C1 (4-nitrobenzyloxycarbonyl chloride), CS(=O)(=O)O[C@@H]1C[C@H](N(C1)C(=O)OCC1=CC=C(C=C1)[N+](=O)[O-])COCC(NC)=O ((2S,4R)-4-methanesulfonyloxy-2-(methylcarbamoyl)methyloxymethyl-1-(4-nitrobenzyloxycarbonyl)pyrrolidine), [BH4-].[Na+] (sodium borohydride), B(F)(F)F.CCOCC (boron trifluoride etherate), [OH-].[Na+] (sodium hydroxide). Isolated yield 82.9%. Reported procedure: To a suspension of sodium borohydride (1.87 g) in tetrahydrofuran (75 ml) was added boron trifluoride etherate (18.7 ml) in a nitrogen stream with stirring at 0°-10° C. The mixture was stirred at the same temperature for 30 minutes. To the mixture was added a solution of (2S,4R)-4-methanesulfonyloxy-2-(methylcarbamoyl)methyloxymethyl-1-(4-nitrobenzyloxycarbonyl)pyrrolidine (7.35 g) in tetrahydrofuran (7.5 ml) at 0°-10° C. The mixture was stirred at the same temperature for 3 hours and at ambient... The reactants are BrC1=C(C=NC2=C1N=C(N=C2)O)C(=O)OCC (ethyl 8-bromo-2-hydroxypyrido[3,2-d]pyrimidine-7-carboxylate), ester. Solvent: [OH-].[Na+] (sodium hydroxide). The product is BrC1=C(C=NC2=C1N=C(N=C2)O)C(=O)O (8-Bromo-2-hydroxypyrido[3,2-d]pyrimidine-7-carboxylic Acid). RXN SMILES: [Br:1][C:2]1[C:7]2[N:8]=[C:9]([OH:12])[N:10]=[CH:11][C:6]=2[N:5]=[CH:4][C:3]=1[C:13]([O:15]CC)=[O:14]>[OH-].[Na+]>[Br:1][C:2]1[C:7]2[N:8]=[C:9]([OH:12])[N:10]=[CH:11][C:6]=2[N:5]=[CH:4][C:3]=1[C:13]([OH:15])=[O:14] |f:1.2|. Reported procedure: A suspension of ethyl 8-bromo-2-hydroxypyrido[3,2-d]pyrimidine-7-carboxylate (Preparation 4, 1.49 g) and 10% aqueous sodium hydroxide solution (40 mL) is heated at reflux until ester is consumed. The mixture is allowed to cool to room temperature and is made acidic with 50% aqueous HCl solution. The resulting precipitate is collected and dried. Reactants: CN1CC=2N(C3=C(C1=O)C=CC=C3)C=NC2C=2OC[C@H](N2)C(=O)OC (methyl (S)-2-(5-methyl-6-oxo-5,6-dihydro-4H-imidazo[1,5-a][1,4]benzodiazepin-3-yl)-4,5-dihydro-oxazole-4-carboxylate), [Br-] (bromide), C1=CC=CC=C1C(=O)OOC(C)(C)C (tert-butyl perbenzoate), O (water). Run in C1=CC=CC=C1 (benzene). The product is CN1CC=2N(C3=C(C1=O)C=CC=C3)C=NC2C=2OC=C(N2)C(=O)OC (methyl 2-(5-methyl-6-oxo-5,6-dihydro-4H-imidazo[1,5-a][1,4]benzodiazepin-3-yl)-oxazole-4-carboxylate). Yield: 31.4%. RXN SMILES: [CH3:1][N:2]1[C:8](=[O:9])[C:7]2[CH:10]=[CH:11][CH:12]=[CH:13][C:6]=2[N:5]2[CH:14]=[N:15][C:16]([C:17]3[O:18][CH2:19][C@@H:20]([C:22]([O:24][CH3:25])=[O:23])[N:21]=3)=[C:4]2[CH2:3]1.[Br-].C1C(C(OOC(C)(C)C)=O)=CC=CC=1.O>C1C=CC=CC=1>[CH3:1][N:2]1[C:8](=[O:9])[C:7]2[CH:10]=[CH:11][CH:12]=[CH:13][C:6]=2[N:5]2[CH:14]=[N:15][C:16]([C:17]3[O:18][CH:19]=[C:20]([C:22]([O:24][CH3:25])=[O:23])[N:21]=3)=[C:4]2[CH2:3]1. Procedure: A solution of 4.34 g (0.0128 mol) of methyl (S)-2-(5-methyl-6-oxo-5,6-dihydro-4H-imidazo[1,5-a][1,4]benzodiazepin-3-yl)-4,5-dihydro-oxazole-4-carboxylate in 160 ml of hot benzene was treated with 2.02 g (0.0141 mol) of copperl bromide and 3.75 ml (0.020 mol) of tert-butyl perbenzoate according to the method described in Tetr. Letters 1994, 35, 2481. The mixture was boiled at reflux for 1 hr., cooled and treated with 100 ml of water. The mixture was filtered, extracted with benzene and chromatogr... Starting materials: C(C)(C)(C)OC(=O)C1=CC=C(C=C1)C1=CC(=C(C(=C1)Cl)C[C@H]1C(N(CC1)N1CCOCC1)=O)Cl ((R)-3′,5′-dichloro-4′-(1-morpholin-4-yl-2-oxo-pyrrolidin-3-ylmethyl)-biphenyl-4-carboxylic acid tert-butyl ester), C(=O)(C(F)(F)F)O (TFA). Solvent: ClCCl (dichloromethane). Yields the product FC(C(=O)O)(F)F.ClC=1C=C(C=C(C1C[C@H]1C(N(CC1)N1CCOCC1)=O)Cl)C1=CC=C(C=C1)C(=O)O ((R)-3′,5′-Dichloro-4′-(1-morpholin-4-yl-2-oxo-pyrrolidin-3-ylmethyl)-biphenyl-4-carboxylic Acid Trifluoro Acetate). Yield: 98.0%. RXN SMILES: C([O:5][C:6]([C:8]1[CH:13]=[CH:12][C:11]([C:14]2[CH:19]=[C:18]([Cl:20])[C:17]([CH2:21][C@@H:22]3[CH2:26][CH2:25][N:24]([N:27]4[CH2:32][CH2:31][O:30][CH2:29][CH2:28]4)[C:23]3=[O:33])=[C:16]([Cl:34])[CH:15]=2)=[CH:10][CH:9]=1)=[O:7])(C)(C)C.[C:35]([OH:41])([C:37]([F:40])([F:39])[F:38])=[O:36]>ClCCl>[F:38][C:37]([F:40])([F:39])[C:35]([OH:41])=[O:36].[Cl:34][C:16]1[CH:15]=[C:14]([C:11]2[CH:12]=[CH:13][C:8]([C:6]([OH:7])=[O:5])=[CH:9][CH:10]=2)[CH:19]=[C:18]([Cl:20])[C:17]=1[CH2:21][C@@H:22]1[CH2:26][CH2:25][N:24]([N:27]2[CH2:32][CH2:31][O:30][CH2:29][CH2:28]2)[C:23]1=[O:33] |f:3.4|. Procedure: Treat a solution of (R)-3′,5′-dichloro-4′-(1-morpholin-4-yl-2-oxo-pyrrolidin-3-ylmethyl)-biphenyl-4-carboxylic acid tert-butyl ester (0.15 g) in dichloromethane (5 mL) with TFA (1 mL) and stir the reaction at room temperature for 12 hours. Remove the solvent and excess TFA in vacuo to afford 0.165 g (98%) of the title compound. MS (m/z): 449 (M+).